This data is from the Open Reaction Database (ORD), a public repository of structured organic reaction records. The task is: describe an organic reaction: reactants, conditions, products, and yield Starting materials: [C@H]12[C@H](C[C@H](CC1)C2)OC2=CC(=C(C(=O)OC(C)(C)C)C=C2C2CC2)F (tert-butyl 4-((1S,2S,4R)-bicyclo[2.2.1]heptan-2-yloxy)-5-cyclopropyl-2-fluorobenzoate), C12(CC3CC(CC(C1)C3)C2)COC2=CC(=C(C(=O)OC(C)(C)C)C=C2C2C(C2)(F)F)F (tert-butyl 4-(adamantan-1-ylmethoxy)-5-(2,2-difluorocyclopropyl)-2-fluorobenzoate). Yields the product C12(CC3CC(CC(C1)C3)C2)COC2=CC(=C(C(=O)O)C=C2C2C(C2)(F)F)F (4-(adamantan-1-ylmethoxy)-5-(2,2-difluorocyclopropyl)-2-fluorobenzoic acid). The yield is 54.0%. As a reaction SMILES: [C@@H]12C[C@@H](CC1)C[C@@H]2OC1C(C2CC2)=CC(C(OC(C)(C)C)=O)=C(F)C=1.[C:26]12([CH2:36][O:37][C:38]3[C:50]([CH:51]4[CH2:53][C:52]4([F:55])[F:54])=[CH:49][C:41]([C:42]([O:44]C(C)(C)C)=[O:43])=[C:40]([F:56])[CH:39]=3)[CH2:35][CH:30]3[CH2:31][CH:32]([CH2:34][CH:28]([CH2:29]3)[CH2:27]1)[CH2:33]2>>[C:26]12([CH2:36][O:37][C:38]3[C:50]([CH:51]4[CH2:53][C:52]4([F:54])[F:55])=[CH:49][C:41]([C:42]([OH:44])=[O:43])=[C:40]([F:56])[CH:39]=3)[CH2:35][CH:30]3[CH2:29][CH:28]([CH2:34][CH:32]([CH2:31]3)[CH2:33]1)[CH2:27]2. Procedure details: Following the procedure as described in Example 283 step 3 and making variations as required to replace tert-butyl 4-((1S,2S,4R)-bicyclo[2.2.1]heptan-2-yloxy)-5-cyclopropyl-2-fluorobenzoate with tert-butyl 4-(adamantan-1-ylmethoxy)-5-(2,2-difluorocyclopropyl)-2-fluorobenzoate. Purification by trituration with methanol gave the title compound as a colorless solid (0.45 g, 54%): 1H NMR (300 MHz, DMSO-d6) δ 12.91 (br s, 1H), 7.58 (d, J=8.6 Hz, 1H), 6.94 (d, J=12.7 Hz, 1H), 3.68-3.56 (m, 2H), 2.84-2... Reactants: BrC1=C(C(=O)OCC)C=CC(=C1O)Br (Ethyl 2,4-dibromo-3-hydroxybenzoate), C([O-])([O-])=O.[K+].[K+] (potassium carbonate), C(C)N(C=O)CC (N,N-diethylformamide), IC (iodomethane). Solvent: CN(C)C=O (DMF). Run at temperature 85 celsius. Product: BrC1=C(C(=O)OCC)C=CC(=C1OCC)Br (ethyl 2,4-dibromo-3-ethoxybenzoate). Reaction SMILES: [Br:1][C:2]1[C:12]([OH:13])=[C:11]([Br:14])[CH:10]=[CH:9][C:3]=1[C:4]([O:6][CH2:7][CH3:8])=[O:5].C(=O)([O-])[O-].[K+].[K+].IC.[CH2:23](N(CC)C=O)[CH3:24]>CN(C=O)C>[Br:1][C:2]1[C:12]([O:13][CH2:23][CH3:24])=[C:11]([Br:14])[CH:10]=[CH:9][C:3]=1[C:4]([O:6][CH2:7][CH3:8])=[O:5] |f:1.2.3|. Procedure: Ethyl 2,4-dibromo-3-hydroxybenzoate (5.0 g) was added to a stirred suspension of potassium carbonate (106.4 g) in dry N,N-diethylformamide (DMF). A solution of iodomethane (25.7 g) in DMF was added over 18 minutes, and the resulting mixture was heated at 85° C. for 1.3 hours. The cooled mixture was poured onto water and extracted with ether. The extract was washed (brine solution), dried (anhydrous magnesium sulphate) and the solvent evaporated in vacuo to give ethyl 2,4-dibromo-3-ethoxybenzoate... Reactants: ClCCCCBr, CC(C)(C)[O-], CN(C)C=O, [K+], O, O=C1CCCCc2sccc2N1. The product is O=C1CCCCc2sccc2N1CCCCCl. Reaction SMILES: [Br:19][CH2:20][CH2:21][CH2:22][CH2:23][Cl:24].[CH3:13][C:14]([CH3:15])([O-:16])[CH3:17].[CH3:26][N:27]([CH3:28])[CH:29]=[O:30].[K+:18].[OH2:25].[s:1]1[cH:2][cH:3][c:4]2[c:11]1[CH2:10][CH2:9][CH2:8][CH2:7][C:6](=[O:12])[NH:5]2>>[s:1]1[cH:2][cH:3][c:4]2[c:11]1[CH2:10][CH2:9][CH2:8][CH2:7][C:6](=[O:12])[N:5]2[CH2:20][CH2:21][CH2:22][CH2:23][Cl:24]. Reactants: C12(CC3CC(CC(C1)C3)C2)C(=O)Cl (adamantane carboxylic acid chloride), NC=1C=C(C(=CC1)OC)OC (4-amino veratrole). Solvent: C(C)N(CC)CC (triethylamine). Product: COC=1C=C(C=CC1OC)NC(=O)C12CC3CC(CC(C1)C3)C2 (N-(3,4-Dimethoxyphenyl)-1-adamantanecarboxamide). Reaction SMILES: [C:1]12([C:11](Cl)=[O:12])[CH2:10][CH:5]3[CH2:6][CH:7]([CH2:9][CH:3]([CH2:4]3)[CH2:2]1)[CH2:8]2.[NH2:14][C:15]1[CH:16]=[C:17]([O:23][CH3:24])[C:18]([O:21][CH3:22])=[CH:19][CH:20]=1>C(N(CC)CC)C>[CH3:24][O:23][C:17]1[CH:16]=[C:15]([NH:14][C:11]([C:1]23[CH2:10][CH:5]4[CH2:6][CH:7]([CH2:9][CH:3]([CH2:4]4)[CH2:2]2)[CH2:8]3)=[O:12])[CH:20]=[CH:19][C:18]=1[O:21][CH3:22]. Procedure details: Subject 1.35 g. (6.8 mmoles) of adamantane carboxylic acid chloride, 1.0 g. (6.5 mmoles) of 4-amino veratrole and 4.0 ml. of triethylamine to the process of Example 11 and obtain thereby the title product, m.p. 224°-226°C. Reactants: C(C1=CC=CC=C1)OC(=O)N1[C@H]([C@H](C[C@@H](C1)CO)NCC1=C(C=CC(=C1)OC(F)(F)F)OC)C1=CC=CC=C1 ((2S*,3S*,5S*)-1-benzyloxycarbonyl-5-hydroxymethyl-3-[-N-(2-methoxy-5-trifluoromethoxybenzyl)amino]-2-phenylpiperidine), [OH-].[Na+] (NaOH). Reagents/catalysts: [OH-].[OH-].[Pd+2] (Pd(OH)2). Run in CO (MeOH). Product: OC[C@H]1C[C@@H]([C@@H](NC1)C1=CC=CC=C1)NCC1=C(C=CC(=C1)OC(F)(F)F)OC ((2S*,3S*,5S*)-5-Hydroxymethyl-3-[N-(2-methoxy-5-trifluoromethoxybenzyl)amino]-2-phenylpiperidine). The yield is 102.1%. Reaction SMILES: C(OC([N:11]1[CH2:16][C@@H:15]([CH2:17][OH:18])[CH2:14][C@H:13]([NH:19][CH2:20][C:21]2[CH:26]=[C:25]([O:27][C:28]([F:31])([F:30])[F:29])[CH:24]=[CH:23][C:22]=2[O:32][CH3:33])[C@@H:12]1[C:34]1[CH:39]=[CH:38][CH:37]=[CH:36][CH:35]=1)=O)C1C=CC=CC=1.[OH-].[Na+]>CO.[OH-].[OH-].[Pd+2]>[OH:18][CH2:17][C@@H:15]1[CH2:16][NH:11][C@@H:12]([C:34]2[CH:35]=[CH:36][CH:37]=[CH:38][CH:39]=2)[C@@H:13]([NH:19][CH2:20][C:21]2[CH:26]=[C:25]([O:27][C:28]([F:29])([F:30])[F:31])[CH:24]=[CH:23][C:22]=2[O:32][CH3:33])[CH2:14]1 |f:1.2,4.5.6|. Reported procedure: To a solution of (2S*,3S*,5S*)-1-benzyloxycarbonyl-5-hydroxymethyl-3-[-N-(2-methoxy-5-trifluoromethoxybenzyl)amino]-2-phenylpiperidine (0.545 g, 1.00 mmol) and HCO2NH4 (0.252 g, 4.00 mmol) in MeOH (15.0 ml) was added 20% Pd(OH)2 /C (0.159 g) in one portion. The mixture was stirred and heated at reflux for 30 minutes. The catalyst was filtered off by the aid of Celite, and washed with MeOH. The combined filtrate and washings were concentrated in vacuo to give a yellow syrupy residue, which was ba... Starting materials: C1CCOC1, [Cl-], O=Cc1ccc(C(F)(F)F)nc1, [NH4+]. Product: CC(O)c1ccc(C(F)(F)F)nc1. As a reaction SMILES: [CH2:15]1[O:16][CH2:17][CH2:18][CH2:19]1.[Cl-:13].[F:1][C:2]([c:3]1[cH:4][cH:5][c:6]([CH:9]=[O:10])[cH:7][n:8]1)([F:11])[F:12].[NH4+:14]>>[F:1][C:2]([c:3]1[cH:4][cH:5][c:6]([CH:9]([OH:10])[CH3:15])[cH:7][n:8]1)([F:11])[F:12]. Reactants: O1C(=CC=C1)C=O (2-furaldehyde), C(=O)(OC(C)(C)C)N1CCCC1 (N-Boc-pyrrolidine), C(C)(CC)[Li] (sec-butyl lithium), N,N,N′,N″-Tetramethylethylenediamine. Solvent: C(C)OCC (diethyl ether). Reaction conditions: temperature -78 celsius, time 2 hour. Yields the product O1C(=CC=C1)C(O)C1N(CCC1)C(=O)OC(C)(C)C (2-furyl(N-Boc-pyrrolidin-2-yl)methanol). Reaction SMILES: [C:1]([N:8]1[CH2:12][CH2:11][CH2:10][CH2:9]1)([O:3][C:4]([CH3:7])([CH3:6])[CH3:5])=[O:2].C([Li])(CC)C.[O:18]1[CH:22]=[CH:21][CH:20]=[C:19]1[CH:23]=[O:24]>C(OCC)C>[O:18]1[CH:22]=[CH:21][CH:20]=[C:19]1[CH:23]([CH:12]1[CH2:11][CH2:10][CH2:9][N:8]1[C:1]([O:3][C:4]([CH3:7])([CH3:6])[CH3:5])=[O:2])[OH:24]. Procedure details: N-Boc-pyrrolidine (5.0 g) was dissolved in diethyl ether (60 mL) and the solution was cooled to −78° C. N,N,N′,N″-Tetramethylethylenediamine (TMEDA) (4.4 mL) was added to the mixture followed by sec-butyl lithium (27.0 mL, 1.3 M in cyclohexane) maintaining the temperature below −60° C. After 2 h, 2-furaldehyde (2.9 mL) was added and the mixture was stirred at −70° C. for an additional 30 min. The reaction mixture was allowed to warm to room temperature and was then quenched with water and poured...